Dataset: the Open Reaction Database (ORD), a public repository of structured organic reaction records. Task: describe an organic reaction: reactants, conditions, products, and yield Reactants: C1OC=2C=C(CCN)C=CC2OC1 (3,4-ethylenedioxyphenethylamine), ClC=1C2=C(N=C(N1)C1=NC=CC=C1)SC(=C2)Cl (4-chloro-2-(pyridin-2-yl)-6-chloro-thieno-[2,3-d]-pyrimidine). The product is N1=C(C=CC=C1)C=1N=C(C2=C(N1)SC(=C2)Cl)NCCC2=CC1=C(C=C2)OCCO1 (2-(pyridin-2-yl)-4-(3,4-ethylenedioxyphenethylamino)-6-chloro-thieno-[2,3-d]-pyrimidine). As a reaction SMILES: [CH2:1]1[CH2:13][O:12][C:11]2[CH:10]=[CH:9][C:5]([CH2:6][CH2:7][NH2:8])=[CH:4][C:3]=2[O:2]1.Cl[C:15]1[C:16]2[CH:29]=[C:28]([Cl:30])[S:27][C:17]=2[N:18]=[C:19]([C:21]2[CH:26]=[CH:25][CH:24]=[CH:23][N:22]=2)[N:20]=1>>[N:22]1[CH:23]=[CH:24][CH:25]=[CH:26][C:21]=1[C:19]1[N:20]=[C:15]([NH:8][CH2:7][CH2:6][C:5]2[CH:9]=[CH:10][C:11]3[O:12][CH2:13][CH2:1][O:2][C:3]=3[CH:4]=2)[C:16]2[CH:29]=[C:28]([Cl:30])[S:27][C:17]=2[N:18]=1. Procedure details: With the procedure of Example 1, the reaction of 3,4-ethylenedioxyphenethylamine with 4-chloro-2-(pyridin-2-yl)-6-chloro-thieno-[2,3-d]-pyrimidine yields 2-(pyridin-2-yl)-4-(3,4-ethylenedioxyphenethylamino)-6-chloro-thieno-[2,3-d]-pyrimidine. Procedure: Following the procedure described for Phenol 7, Step 1 but substituting tert-butyldiphenylsilyl chloride for tert-butyldimethylsilyl chloride and 6-bromopyridin-2-methanol from Step 1 for 3-bromophenol, the title compound was obtained as a yellow oil. The reactants are C1(=CC=CC=C1)S (THIOPHENOL), BrC=1C=C(C=CC1)O (3-bromophenol), [Si](C)(C)(C(C)(C)C)Cl (tert-butyldimethylsilyl chloride), BrC1=CC=CC(=N1)C(=O)O (6-Bromopicolinic acid). Reaction SMILES: [C:1]1(S)[CH:6]=[CH:5][CH:4]=[CH:3][CH:2]=1.[Si:8](Cl)([C:11]([CH3:14])([CH3:13])[CH3:12])(C)[CH3:9].[Br:16][C:17]1[N:22]=[C:21]([C:23]([OH:25])=O)[CH:20]=[CH:19][CH:18]=1.Br[C:27]1[CH:28]=[C:29](O)C=[CH:31][CH:32]=1>>[Br:16][C:17]1[N:22]=[C:21]([CH2:23][O:25][Si:8]([C:11]([CH3:14])([CH3:13])[CH3:12])([C:9]2[CH:29]=[CH:28][CH:27]=[CH:32][CH:31]=2)[C:1]2[CH:6]=[CH:5][CH:4]=[CH:3][CH:2]=2)[CH:20]=[CH:19][CH:18]=1. Yields the product BrC1=CC=CC(=N1)CO[Si](C1=CC=CC=C1)(C1=CC=CC=C1)C(C)(C)C (6-Bromo(O-tert-butyldiphenylsilyl)pyridin-2-methanol). Starting materials: [Cl-].[Al+3].[Cl-].[Cl-] (aluminum chloride), O(C1=CC=CC=C1)C1=CC=C(N)C=C1 (p-phenoxyaniline), FC1=C(C(=O)Cl)C(=C(C(=C1F)C(=O)Cl)F)F (2,3,5,6-tetrafluoroterephthaloyl chloride), C(C1=CC=C(C(=O)Cl)C=C1)(=O)Cl (terephthaloyl chloride). Solvent: CN(C)C=O (DMF), ClCCCl (DCE). Product: O(C1=CC=CC=C1)C1=CC=C(C=C1)NC(C1=C(C(=C(C(=O)NC2=CC=C(C=C2)OC2=CC=CC=C2)C(=C1F)F)F)F)=O (N,N'-Bis-(4-phenoxyphenyl)-2,3,5,6-tetrafluoroterephthalamide), amide. Reaction SMILES: [O:1]([C:8]1[CH:14]=[CH:13][C:11]([NH2:12])=[CH:10][CH:9]=1)[C:2]1[CH:7]=[CH:6][CH:5]=[CH:4][CH:3]=1.[F:15][C:16]1[C:24]([F:25])=[C:23]([C:26](Cl)=[O:27])[C:22]([F:29])=[C:21]([F:30])[C:17]=1[C:18](Cl)=[O:19].C(Cl)(=O)[C:32]1[CH:40]=[CH:39][C:35](C(Cl)=O)=[CH:34][CH:33]=1.[Cl-].[Al+3].[Cl-].[Cl-]>ClCCCl.CN(C=O)C>[O:1]([C:8]1[CH:9]=[CH:10][C:11]([NH:12][C:18](=[O:19])[C:17]2[C:16]([F:15])=[C:24]([F:25])[C:23]([C:26]([NH:12][C:11]3[CH:13]=[CH:14][C:8]([O:1][C:32]4[CH:33]=[CH:34][CH:35]=[CH:39][CH:40]=4)=[CH:9][CH:10]=3)=[O:27])=[C:22]([F:29])[C:21]=2[F:30])=[CH:13][CH:14]=1)[C:2]1[CH:3]=[CH:4][CH:5]=[CH:6][CH:7]=1 |f:3.4.5.6|. Procedure: N,N'-Bis-(4-phenoxyphenyl)-2,3,5,6-tetrafluoroterephthalamide was prepared from p-phenoxyaniline and 2,3,5,6-tetrafluoroterephthaloyl chloride. This amide (6.0108 g, 0.0105 moles) was polymerized with terephthaloyl chloride(2.1316 g, 0.0105 moles) by the procedure of Example 27. The amounts of aluminum chloride, DMF and DCE used were 12.55 g (0.094 moles), 3.3 mL (0.042 moles) and 60 mL, respectively. The white fibrous polymer which wasobtained had the repeat unit ##STR45##